Dataset: the Open Reaction Database (ORD), a public repository of structured organic reaction records. Task: describe an organic reaction: reactants, conditions, products, and yield Reactants: CCC(=O)c1c[nH]c(C(=O)C(Cl)(Cl)Cl)c1, NCc1ccc(F)c(F)c1, CN(C)C=O. Yields the product CCC(=O)c1c[nH]c(C(=O)NCc2ccc(F)c(F)c2)c1. Reaction SMILES: [Cl:1][C:2]([C:3](=[O:4])[c:5]1[cH:6][c:7]([C:10]([CH2:11][CH3:12])=[O:13])[cH:8][nH:9]1)([Cl:14])[Cl:15].[F:16][c:17]1[cH:18][c:19]([CH2:20][NH2:21])[cH:22][cH:23][c:24]1[F:25].[O:26]=[CH:27][N:28]([CH3:29])[CH3:30]>>[C:3](=[O:4])([c:5]1[cH:6][c:7]([C:10]([CH2:11][CH3:12])=[O:13])[cH:8][nH:9]1)[NH:21][CH2:20][c:19]1[cH:18][c:17]([F:16])[c:24]([F:25])[cH:23][cH:22]1. Reactants: [H-].[Na+] (sodium hydride), [H-].[Na+] (sodium hydride), BrCCNC(OC(C)(C)C)=O (tert-butyl 2-bromoethylcarbamate), C(C1=CC=CC=C1)C1C(COC2=CC=C(C=C12)O)NC(OCC)=O (ethyl 4-benzyl-6-hydroxychroman-3-ylcarbamate), BrCCNC(OC(C)(C)C)=O (tert-butyl 2-bromoethylcarbamate), C(O)([O-])=O.[Na+] (sodium hydrogencarbonate). Run in CC(=O)N(C)C (dimethyl acetamide), acetate amide, CC(=O)N(C)C (dimethyl acetamide). Conditions: time 1 hour. The product is C(C)OC(NC1COC2=CC=C(C=C2C1CC1=CC=CC=C1)OCCNC(=O)OC(C)(C)C)=O ([4-Benzyl-6-(2-tert-butoxycarbonylamino-ethoxy)-chroman-3-yl]-carbamic acid ethyl ester). Isolated yield 83.3%. RXN SMILES: [H-].[Na+].[CH2:3]([CH:10]1[C:19]2[C:14](=[CH:15][CH:16]=[C:17]([OH:20])[CH:18]=2)[O:13][CH2:12][CH:11]1[NH:21][C:22](=[O:26])[O:23][CH2:24][CH3:25])[C:4]1[CH:9]=[CH:8][CH:7]=[CH:6][CH:5]=1.Br[CH2:28][CH2:29][NH:30][C:31](=[O:37])[O:32][C:33]([CH3:36])([CH3:35])[CH3:34].C(=O)([O-])O.[Na+]>CC(N(C)C)=O>[CH2:24]([O:23][C:22](=[O:26])[NH:21][CH:11]1[CH:10]([CH2:3][C:4]2[CH:5]=[CH:6][CH:7]=[CH:8][CH:9]=2)[C:19]2[C:14](=[CH:15][CH:16]=[C:17]([O:20][CH2:28][CH2:29][NH:30][C:31]([O:32][C:33]([CH3:36])([CH3:35])[CH3:34])=[O:37])[CH:18]=2)[O:13][CH2:12]1)[CH3:25] |f:0.1,4.5|. Procedure details: 150 mg (3.75 mmol, 60% in mineral oil) of sodium hydride were suspended under nitrogen atmosphere in 2 m dry dimethyl acetamide. 488 mg (1.5 mmol) of ethyl 4-benzyl-6-hydroxychroman-3-ylcarbamate dissolved in 8 ml dry dimethyl acetamide were added dropwise at room temperature and stirred for 1 h. Then 1.0 g (4.47 mmol) of tert-butyl 2-bromoethylcarbamate dissolved in 2 ml acetate amide were added slowly. The reaction mixture was allowed to warm to room temperature and stirred for 84 h. Then addi... The solvent is CN(C)C=O (DMF), C(C)(=O)OCC (ethyl acetate), C1(=CC=CC=C1)C (toluene). Reaction conditions: temperature 100 celsius. The product is FC=1C=C(C=C(C1)C1(CCOCC1)C(=O)OCC)OCC1=CC=C(C=C1)N1C(=NC=C1)C (Ethyl 4-[5-fluoro-3-[4-(2-methylimidazol-1-yl)benzyloxy]phenyl]-3,4,5,6-tetrahydro-2H-pyran-4-carboxylate). Yield: 67.5%. Procedure details: A stirred mixture of ethyl 4-(5-fluoro-3-hydroxyphenyl)-3,4,5,6-tetrahydro-2H-pyran-4-carboxylate (2.01 g, 7.5 mmol), 4-(2-methylimidazol-1-yl)benzyl chloride hydrocloride (1.82 g, 7.5 mmol) and potassium carbonate (5.18 g, 37.5 mmol) in DMF (30 ml) was heated at 100° C. for 1.33 hr. After cooling to room temperature, the mixture was diluted with a mixture of ethyl acetate and toluene (2:1, 200 ml), and washed with water (4×100 ml) and brine (100 ml), dried (magnesium sulfate) and concentrated t... Reaction SMILES: [F:1][C:2]1[CH:3]=[C:4]([OH:19])[CH:5]=[C:6]([C:8]2([C:14]([O:16][CH2:17][CH3:18])=[O:15])[CH2:13][CH2:12][O:11][CH2:10][CH2:9]2)[CH:7]=1.Cl.[CH3:21][C:22]1[N:23]([C:27]2[CH:34]=[CH:33][C:30]([CH2:31]Cl)=[CH:29][CH:28]=2)[CH:24]=[CH:25][N:26]=1.C(=O)([O-])[O-].[K+].[K+]>CN(C=O)C.C(OCC)(=O)C.C1(C)C=CC=CC=1>[F:1][C:2]1[CH:3]=[C:4]([O:19][CH2:31][C:30]2[CH:29]=[CH:28][C:27]([N:23]3[CH:24]=[CH:25][N:26]=[C:22]3[CH3:21])=[CH:34][CH:33]=2)[CH:5]=[C:6]([C:8]2([C:14]([O:16][CH2:17][CH3:18])=[O:15])[CH2:9][CH2:10][O:11][CH2:12][CH2:13]2)[CH:7]=1 |f:1.2,3.4.5|. Starting materials: FC=1C=C(C=C(C1)C1(CCOCC1)C(=O)OCC)O (ethyl 4-(5-fluoro-3-hydroxyphenyl)-3,4,5,6-tetrahydro-2H-pyran-4-carboxylate), Cl.CC=1N(C=CN1)C1=CC=C(CCl)C=C1 (4-(2-methylimidazol-1-yl)benzyl chloride hydrocloride), C([O-])([O-])=O.[K+].[K+] (potassium carbonate). Starting materials: crude product, ClC1=C(OCCCCC=O)C(=CC(=C1)OCC=C(Cl)Cl)Cl (5-(2,6-dichloro-4-(3,3-dichloro-2-propenyloxy)phenoxy)pentanal), Cl (hydrochloric acid), Cl.NO (hydroxylamine hydrochloride). Solvent: N1=CC=CC=C1 (pyridine). Reaction conditions: time 24 hour. Yields the product ClC1=C(OCCCCC=NO)C(=CC(=C1)OCC=C(Cl)Cl)Cl (5-(2,6-dichloro-4-(3,3-dichloro-2-propenyloxy)phenoxy)pentanal oxime). Isolated yield 42.0%. As a reaction SMILES: [Cl:1][C:2]1[CH:14]=[C:13]([O:15][CH2:16][CH:17]=[C:18]([Cl:20])[Cl:19])[CH:12]=[C:11]([Cl:21])[C:3]=1[O:4][CH2:5][CH2:6][CH2:7][CH2:8][CH:9]=O.Cl.[NH2:23][OH:24].Cl>N1C=CC=CC=1>[Cl:1][C:2]1[CH:14]=[C:13]([O:15][CH2:16][CH:17]=[C:18]([Cl:20])[Cl:19])[CH:12]=[C:11]([Cl:21])[C:3]=1[O:4][CH2:5][CH2:6][CH2:7][CH2:8][CH:9]=[N:23][OH:24] |f:1.2|. Procedure details: To a mixture of 5.58 g of 5-(2,6-dichloro-4-(3,3-dichloro-2-propenyloxy)phenoxy)pentanal and 50 ml of pyridine was added 1.25 g of hydroxylamine hydrochloride. After stirring at room temperature for 24 hours, the reaction mixture was poured into diluted hydrochloric acid, and extracted twice with diethyl ether. The diethyl ether layers were combined, washed with water, dried over anhydrous magnesium sulfate, and concentrated to give a crude product. This crude product was subjected to silica gel... Reactants: Cc1ccc(C2CN(C)C(=O)C23CCCN(C(=O)C(COCc2ccccc2)NC(=O)C(C)(C)NC(=O)OC(C)(C)C)C3)cc1, ClCCl, O=C(O)C(F)(F)F, [Na+], [OH-]. The product is Cc1ccc(C2CN(C)C(=O)C23CCCN(C(=O)C(COCc2ccccc2)NC(=O)C(C)(C)N)C3)cc1. RXN SMILES: [CH2:1]([c:2]1[cH:3][cH:4][cH:5][cH:6][cH:7]1)[O:8][CH2:9][CH:10]([C:11](=[O:12])[N:13]1[CH2:14][C:15]2([CH:16]([c:22]3[cH:23][cH:24][c:25]([CH3:28])[cH:26][cH:27]3)[CH2:17][N:18]([CH3:21])[C:19]2=[O:20])[CH2:29][CH2:30][CH2:31]1)[NH:32][C:33]([C:34]([CH3:35])([CH3:36])[NH:37][C:38](=[O:39])[O:40][C:41]([CH3:42])([CH3:43])[CH3:44])=[O:45].[Cl:55][CH2:56][Cl:57].[F:46][C:47]([F:48])([F:49])[C:50]([OH:51])=[O:52].[Na+:54].[OH-:53]>>[CH2:1]([c:2]1[cH:3][cH:4][cH:5][cH:6][cH:7]1)[O:8][CH2:9][CH:10]([C:11](=[O:12])[N:13]1[CH2:14][C:15]2([CH:16]([c:22]3[cH:23][cH:24][c:25]([CH3:28])[cH:26][cH:27]3)[CH2:17][N:18]([CH3:21])[C:19]2=[O:20])[CH2:29][CH2:30][CH2:31]1)[NH:32][C:33]([C:34]([CH3:35])([CH3:36])[NH2:37])=[O:45]. Reactants: FC(C(=O)O)(F)F.ClCCCC(C(=O)O)=CC1=CC(=C(C=C1)N1C=NC(=C1)C)OC (5-chloro-2-[3-methoxy-4-(4-methyl-1H-imidazol-1-yl)benzylidene]-valeric acid trifluoroacetic acid salt), FC=1C=C(CN)C=CC1N1CCOCC1 (3-fluoro-4-(morpholin-4-yl)benzylamine), C(C)(C)N(CC)C(C)C (IPEA), C=1C=CC2=C(C1)N=NN2O (HOBT). Solvent: C(CCl)Cl (EDC), CN(C)C=O (DMF), C(C)(=O)OCC (ethyl acetate), O (water). Run at time 8 hour. The product is FC=1C=C(CNC(/C(/CCCCl)=C/C2=CC(=C(C=C2)N2C=NC(=C2)C)OC)=O)C=CC1N1CCOCC1 ((E)-5-chloro-2-[3-methoxy-4-(4-methyl-1H-imidazol-1-yl)benzylidene]valeric acid[3-fluoro-4-(morpholin-4-yl)benzyl]amide). Yield: 57.5%. RXN SMILES: FC(F)(F)C(O)=O.[Cl:8][CH2:9][CH2:10][CH2:11][C:12](=[CH:16][C:17]1[CH:22]=[CH:21][C:20]([N:23]2[CH:27]=[C:26]([CH3:28])[N:25]=[CH:24]2)=[C:19]([O:29][CH3:30])[CH:18]=1)[C:13]([OH:15])=O.[F:31][C:32]1[CH:33]=[C:34]([CH:37]=[CH:38][C:39]=1[N:40]1[CH2:45][CH2:44][O:43][CH2:42][CH2:41]1)[CH2:35][NH2:36].C(N(C(C)C)CC)(C)C.C1C=CC2N(O)N=NC=2C=1>C(OCC)(=O)C.O.C(Cl)CCl.CN(C=O)C>[F:31][C:32]1[CH:33]=[C:34]([CH:37]=[CH:38][C:39]=1[N:40]1[CH2:45][CH2:44][O:43][CH2:42][CH2:41]1)[CH2:35][NH:36][C:13](=[O:15])/[C:12](=[CH:16]/[C:17]1[CH:22]=[CH:21][C:20]([N:23]2[CH:27]=[C:26]([CH3:28])[N:25]=[CH:24]2)=[C:19]([O:29][CH3:30])[CH:18]=1)/[CH2:11][CH2:10][CH2:9][Cl:8] |f:0.1|. Procedure details: To a DMF (4.0 mL) solution of 5-chloro-2-[3-methoxy-4-(4-methyl-1H-imidazol-1-yl)benzylidene]-valeric acid trifluoroacetic acid salt (200 mg) obtained in Example 418 and 3-fluoro-4-(morpholin-4-yl)benzylamine (112 mg), IPEA (231 mg), EDC (171 mg) and HOBT (120 mg) were added one by one, and the reaction solution was agitated at room temperature overnight. After confirming disappearance of the starting materials, water and ethyl acetate were added to the reaction solution, and the organic layer w...